From a dataset of the Open Reaction Database (ORD), a public repository of structured organic reaction records. describe an organic reaction: reactants, conditions, products, and yield Starting materials: C(C)(C)N=C=NC(C)C (Diisopropylcarbodiimide), C(C)(C)(C)OC(=O)N1[C@@H](CC(C1)=NOC)C(=O)O ((2S,4EZ)-1-(tert-butoxycarbonyl)-4-(methoxyimino)-2-pyrrolidine-carboxylic acid), C(C)(C)(C)OC(=O)N1[C@@H](CC(C1)=NOC)C(=O)O ((2S,4EZ)-1-(tert-butoxycarbonyl)-4-(methoxyimino)-2-pyrrolidine-carboxylic acid), C(C)(N)=NO (acetamidoxime), C(C)(N)=NO (acetamidoxime), CC(N=C=NC(C)C)C (DIC), C(C)(C)(C)OC(=O)N1[C@@H](CC(C1)=NOC)C(=O)O ((2S,4EZ)-1-(tert-butoxycarbonyl)-4-(methoxyimino)-2-pyrrolidine-carboxylic acid). Run in C(Cl)Cl (DCM), C1CCOC1 (THF), C(Cl)Cl (DCM), C(Cl)Cl (DCM). Reaction conditions: time 8 hour. Product: desired compound, CON=C1C[C@H](N(C1)C(=O)OC(C)(C)C)C1=NC(=NO1)C (tert-butyl (2S,4EZ)-4-(methoxyimino)-2-(3-methyl-1,2,4-oxadiazol-5-yl)-1-pyrrolidinecarboxylate). Yield: 59.0%. RXN SMILES: C(N=C=NC(C)C)(C)C.[C:10]([O:14][C:15]([N:17]1[CH2:21][C:20](=[N:22][O:23][CH3:24])[CH2:19][C@H:18]1[C:25]([OH:27])=O)=[O:16])([CH3:13])([CH3:12])[CH3:11].[C:28](=[N:31]O)([NH2:30])[CH3:29]>C(Cl)Cl.C1COCC1>[CH3:24][O:23][N:22]=[C:20]1[CH2:21][N:17]([C:15]([O:14][C:10]([CH3:11])([CH3:12])[CH3:13])=[O:16])[C@H:18]([C:25]2[O:27][N:31]=[C:28]([CH3:29])[N:30]=2)[CH2:19]1. Procedure details: Diisopropylcarbodiimide (3.16 g, 25.17 mmol) was added to a solution of (2S,4EZ)-1-(tert-butoxycarbonyl)-4-(methoxyimino)-2-pyrrolidine-carboxylic acid (Intermediate 2, 6.50 g, 25.17 mmol) and acetamidoxime (Intermediate 7, 1.86 g, 25.17 mmol) in DCM (55 ml) and stirred overnight at room temperature (DCM-insoluble amidoximes were pre-dissolved in THF, to which was added a solution of DIC and Intermediate 2 in DCM). After filtering at the pump, and evaporation in vacuo, the residue was dissolved ...